This data is from the Open Reaction Database (ORD), a public repository of structured organic reaction records. The task is: describe an organic reaction: reactants, conditions, products, and yield Starting materials: CN(C(=O)OC=1C=NC=CC1)C (3-Dimethylcarbamoyloxypyridine), C(C)(=O)OCCl (chloromethyl acetate). Run in C(C)OCC (diethylether). Product: [Cl-].C(C)(=O)OC[N+]1=CC(=CC=C1)OC(N(C)C)=O (1-(acetyloxymethyl)-3-(dimethylcarbamoyloxy)pyridinium chloride). The yield is 93.3%. As a reaction SMILES: [CH3:1][N:2]([CH3:12])[C:3]([O:5][C:6]1[CH:7]=[N:8][CH:9]=[CH:10][CH:11]=1)=[O:4].[C:13]([O:16][CH2:17][Cl:18])(=[O:15])[CH3:14]>C(OCC)C>[Cl-:18].[C:13]([O:16][CH2:17][N+:8]1[CH:9]=[CH:10][CH:11]=[C:6]([O:5][C:3](=[O:4])[N:2]([CH3:12])[CH3:1])[CH:7]=1)(=[O:15])[CH3:14] |f:3.4|. Reported procedure: 3-Dimethylcarbamoyloxypyridine (1.66 g) and chloromethyl acetate (2.18 g) were stirred at 90° C. for 1 hr. The hot reaction mixture was poured into 100 ml of anhydrous diethylether with vigorous stirring. The supernatant was removed by decantation followed by addition of 500 ml of diethylether. Again, the supernatant was removed by decantation. These procedures were repeated three times. The solvent was removed under reduced pressure to give 2.56 g of 1-(acetyloxymethyl)-3-(dimethylcarbamoyloxy)... Reactants: COc1cc2c(=O)n(COC(=O)C(C)(C)C)cnc2cc1OCCCN1CCN(C)CC1, CO, N. The product is COc1cc2c(=O)[nH]cnc2cc1OCCCN1CCN(C)CC1. Reaction SMILES: [CH3:1][N:2]1[CH2:3][CH2:4][N:5]([CH2:8][CH2:9][CH2:10][O:11][c:12]2[c:13]([O:31][CH3:32])[cH:14][c:15]3[c:16](=[O:30])[n:17]([CH2:22][O:23][C:24](=[O:25])[C:26]([CH3:27])([CH3:28])[CH3:29])[cH:18][n:19][c:20]3[cH:21]2)[CH2:6][CH2:7]1.[CH3:34][OH:35].[NH3:33]>>[CH3:1][N:2]1[CH2:3][CH2:4][N:5]([CH2:8][CH2:9][CH2:10][O:11][c:12]2[c:13]([O:31][CH3:32])[cH:14][c:15]3[c:16](=[O:30])[nH:17][cH:18][n:19][c:20]3[cH:21]2)[CH2:6][CH2:7]1.